Dataset: the Open Reaction Database (ORD), a public repository of structured organic reaction records. Task: describe an organic reaction: reactants, conditions, products, and yield Reactants: C(C)(C)NC(C)C (diisopropylamine), C(C)(=O)OC(C)(C)C (t-butyl acetate), C(CCC)[Li] (n-butyllithium), [Cl-].[NH4+] (ammonium chloride), C1(CC1)(C(=O)OCC)C(=O)OCC (diethyl cyclopropane-1,1-dicarboxylate). Solvent: CCOCC (ether), CCOCC (ether), CCOCC (ether). Run at temperature -78 celsius, time 0.5 hour. Yields the product C(C)OC(=O)C1(CC1)C(CC(=O)OC(C)(C)C)=O (t-butyl 3-(1-ethoxycarbonylcyclopropyl)-3-oxopropionate). Isolated yield 45.6%. RXN SMILES: C([Li])CCC.C(NC(C)C)(C)C.[C:13]([O:16][C:17]([CH3:20])([CH3:19])[CH3:18])(=[O:15])[CH3:14].[C:21]1([C:29](OCC)=[O:30])([C:24]([O:26][CH2:27][CH3:28])=[O:25])[CH2:23][CH2:22]1.[Cl-].[NH4+]>CCOCC>[CH2:27]([O:26][C:24]([C:21]1([C:29](=[O:30])[CH2:14][C:13]([O:16][C:17]([CH3:20])([CH3:19])[CH3:18])=[O:15])[CH2:23][CH2:22]1)=[O:25])[CH3:28] |f:4.5|. Reported procedure: A solution of n-butyllithium (2.5M in hexane, 40 ml) was added dropwise with stirring to a cooled solution of diisopropylamine (10.1 g) in anhydrous ether (100 ml) in an atmosphere of nitrogen, whilst maintaining the temperature below -70° C. The mixture was stirred at -78° C. for 0.5 hour and a solution of t-butyl acetate (11.6 g) in anhydrous ether (20 ml) was added dropwise, whilst maintaining the temperature below -70° C. The mixture was stirred at -78° C. for 1 hour and a solution of diethy... The reactants are OC1=CC=C(C=C1)C1(CC1)NC1=NC(=NC(=N1)OCC(F)(F)F)NC1=CC=C(C(=O)OC(C)(C)C)C=C1 (tert-butyl 4-(4-(1-(4-hydroxyphenyl)cyclopropylamino)-6-(2,2,2-trifluoroethoxy)-1,3,5-triazin-2-ylamino)benzoate), BrCC(=O)OCC (ethyl 2-bromoacetate), C([O-])([O-])=O.[K+].[K+] (POTASSIUM CARBONATE). The solvent is CN(C)C=O (DMF), CCOC(=O)C (EtOAc). Conditions: time 16 hour. Product: C(C)OC(COC1=CC=C(C=C1)C1(CC1)NC1=NC(=NC(=N1)OCC(F)(F)F)NC1=CC=C(C(=O)OC(C)(C)C)C=C1)=O (tert-butyl 4-(4-(1-(4-(2-ethoxy-2-oxoethoxy)phenyl)cyclopropylamino)-6-(2,2,2-trifluoroethoxy)-1,3,5-triazin-2-ylamino)benzoate). Isolated yield 100.0%. RXN SMILES: [OH:1][C:2]1[CH:7]=[CH:6][C:5]([C:8]2([NH:11][C:12]3[N:17]=[C:16]([O:18][CH2:19][C:20]([F:23])([F:22])[F:21])[N:15]=[C:14]([NH:24][C:25]4[CH:37]=[CH:36][C:28]([C:29]([O:31][C:32]([CH3:35])([CH3:34])[CH3:33])=[O:30])=[CH:27][CH:26]=4)[N:13]=3)[CH2:10][CH2:9]2)=[CH:4][CH:3]=1.Br[CH2:39][C:40]([O:42][CH2:43][CH3:44])=[O:41].C(=O)([O-])[O-].[K+].[K+]>CN(C=O)C.CCOC(C)=O>[CH2:43]([O:42][C:40](=[O:41])[CH2:39][O:1][C:2]1[CH:3]=[CH:4][C:5]([C:8]2([NH:11][C:12]3[N:17]=[C:16]([O:18][CH2:19][C:20]([F:23])([F:21])[F:22])[N:15]=[C:14]([NH:24][C:25]4[CH:37]=[CH:36][C:28]([C:29]([O:31][C:32]([CH3:33])([CH3:34])[CH3:35])=[O:30])=[CH:27][CH:26]=4)[N:13]=3)[CH2:9][CH2:10]2)=[CH:6][CH:7]=1)[CH3:44] |f:2.3.4|. Procedure: To a solution of tert-butyl 4-(4-(1-(4-hydroxyphenyl)cyclopropylamino)-6-(2,2,2-trifluoroethoxy)-1,3,5-triazin-2-ylamino)benzoate (300 mg, 0.580 mmol) in DMF (Volume: 4 mL) was added ethyl 2-bromoacetate (0.067 mL, 0.609 mmol) and POTASSIUM CARBONATE (401 mg, 2.90 mmol). The mixture was at rt for 16 h. After cooling to rt, the mixture was diluted with EtOAc, washed with water, and brine. The organic layer was dried over MgSO4 and concentrated. The residue was purified by silica gel chromatograph... Starting materials: Cc1cn(-c2ccc(Br)cc2C#N)cn1, Nc1ncn(CC2CC2)n1. Yields the product Cc1cn(-c2ccc(Nc3ncn(CC4CC4)n3)cc2C#N)cn1. Reaction SMILES: [Br:1][c:2]1[cH:3][cH:4][c:5](-[n:10]2[cH:11][n:12][c:13]([CH3:15])[cH:14]2)[c:6]([C:7]#[N:8])[cH:9]1.[CH:16]1([CH2:19][n:20]2[n:21][c:22]([NH2:25])[n:23][cH:24]2)[CH2:17][CH2:18]1>>[c:2]1([NH:25][c:22]2[n:21][n:20]([CH2:19][CH:16]3[CH2:17][CH2:18]3)[cH:24][n:23]2)[cH:3][cH:4][c:5](-[n:10]2[cH:11][n:12][c:13]([CH3:15])[cH:14]2)[c:6]([C:7]#[N:8])[cH:9]1. The reactants are CC1(CC(C(C1)=O)=O)C (4,4-dimethyl-cyclopentane-1,2-dione), COP(OC)(=O)CC(CC(C)(C)C)=O ((4,4-dimethyl-2-oxo-pentyl)-phosphonic acid dimethyl ester), O.NN (hydrazine monohydrate). Product: CC(CC1=CC2=C(N=N1)CC(C2)(C)C)(C)C (3-(2,2-Dimethyl-propyl)-6,6-dimethyl-6,7-dihydro-5H-cyclopenta[c]pyridazine). RXN SMILES: [CH3:1][C:2]1([CH3:9])[CH2:6][C:5](=O)[C:4](=O)[CH2:3]1.COP([CH2:16][C:17](=O)[CH2:18][C:19]([CH3:22])([CH3:21])[CH3:20])(=O)OC.O.[NH2:25][NH2:26]>>[CH3:20][C:19]([CH3:22])([CH3:21])[CH2:18][C:17]1[N:26]=[N:25][C:4]2[CH2:3][C:2]([CH3:9])([CH3:1])[CH2:6][C:5]=2[CH:16]=1 |f:2.3|. Procedure details: off-white solid. MS (ESI): 219.3 (MH+). Prepared from 4,4-dimethyl-cyclopentane-1,2-dione, (4,4-dimethyl-2-oxo-pentyl)-phosphonic acid dimethyl ester, hydrazine monohydrate. Starting materials: O=C1CCCC2=C1N=CS2 (4-Oxo-4,5,6,7-tetrahydro-benzo[d]thiazole), CN (methylamine). Solvent: C(C)O (ethanol). Product: CN=C1CCCC2=C1N=CS2 (4-Methylimino-4,5,6,7-tetrahydro-benzo[d]thiazole). The yield is 86.0%. RXN SMILES: O=[C:2]1[C:7]2[N:8]=[CH:9][S:10][C:6]=2[CH2:5][CH2:4][CH2:3]1.[CH3:11][NH2:12]>C(O)C>[CH3:11][N:12]=[C:2]1[C:7]2[N:8]=[CH:9][S:10][C:6]=2[CH2:5][CH2:4][CH2:3]1. Procedure details: 6 g (0.039 mole) of the ketone obtained in step (d) are dissolved in 50 ml anhydrous ethanol and treated for 30 minutes with a gaseous methylamine stream. After evaporation to dryness, the residue is taken up into ether and filtered, to give 5.6 g (86%) of product, M.p. 233°-235° C. Reactants: OC1=C(C=CC=C1)C1=C(C=CC=C1)O (2,2'-dihydroxy-biphenyl), [N+](=O)([O-])C1=CC=C(C=C1)F (p-nitrofluorobenzene), [OH-].[K+] (potassium hydroxide). The solvent is CS(=O)C (dimethylsulphoxide), O (water). Reaction conditions: temperature 80 celsius. The product is [N+](=O)([O-])C1=CC=C(OC2=C(C=CC=C2)C2=C(C=CC=C2)OC2=CC=C(C=C2)[N+](=O)[O-])C=C1 (2,2'-di-(p-nitrophenoxy)-biphenyl). Isolated yield 76.7%. RXN SMILES: [OH:1][C:2]1[CH:7]=[CH:6][CH:5]=[CH:4][C:3]=1[C:8]1[CH:13]=[CH:12][CH:11]=[CH:10][C:9]=1[OH:14].[N+:15]([C:18]1[CH:23]=[CH:22][C:21](F)=[CH:20][CH:19]=1)([O-:17])=[O:16].[OH-:25].[K+]>CS(C)=O.O>[N+:15]([C:18]1[CH:23]=[CH:22][C:21]([O:1][C:2]2[CH:7]=[CH:6][CH:5]=[CH:4][C:3]=2[C:8]2[CH:13]=[CH:12][CH:11]=[CH:10][C:9]=2[O:14][C:21]2[CH:22]=[CH:23][C:18]([N+:15]([O-:16])=[O:25])=[CH:19][CH:20]=2)=[CH:20][CH:19]=1)([O-:17])=[O:16] |f:2.3|. Reported procedure: 18.62 g (0.1 mol) of 2,2'-dihydroxy-biphenyl and 28.22 g (0.2 mol) of p-nitrofluorobenzene are dissolved in 80 ml of dimethylsulphoxide in a sulphonation flask and the solution is warmed to 80° C. A solution of 13.2 g (0.2 mol) of 85% pure potassium hydroxide in 10 ml of water is then added dropwise, whilst stirring, and the reaction solution is subsequently further stirred for 3 hours at 100°-110° C. During this time a yellow precipitate forms and after the reaction mixture has cooled this is s... Procedure details: 2-Chloro-6-(trifluoromethyl)-4-(3,4,5-trifluorophenyl)-1H-benzoimidazole (52 mg, 0.15 mmol, Example 51b) reacted with (3R)-1-(3-bromopyridin-2-yl)-3-methylpiperazine (48 mg, 0.2 mmol, Example 43a) under the conditions of Example 3c to give the title compound as a white amorphous solid. MS (ESI, pos. ion) m/z: 570 (M+1). Reactants: ClC1=NC2=C(N1)C=C(C=C2C2=CC(=C(C(=C2)F)F)F)C(F)(F)F (2-Chloro-6-(trifluoromethyl)-4-(3,4,5-trifluorophenyl)-1H-benzoimidazole), BrC=1C(=NC=CC1)N1C[C@H](NCC1)C ((3R)-1-(3-bromopyridin-2-yl)-3-methylpiperazine). Product: BrC=1C(=NC=CC1)N1C[C@H](N(CC1)C1=NC2=C(N1)C(=CC(=C2)C(F)(F)F)C2=CC(=C(C(=C2)F)F)F)C (2-[(2R)-4-(3-Bromopyridin-2-yl)-2-methylpiperazin-1-yl]-5-(trifluoromethyl)-7-(3,4,5-trifluorophenyl)-1H-benzoimidazole). Reaction SMILES: Cl[C:2]1[NH:6][C:5]2[CH:7]=[C:8]([C:20]([F:23])([F:22])[F:21])[CH:9]=[C:10]([C:11]3[CH:16]=[C:15]([F:17])[C:14]([F:18])=[C:13]([F:19])[CH:12]=3)[C:4]=2[N:3]=1.[Br:24][C:25]1[C:26]([N:31]2[CH2:36][CH2:35][NH:34][C@H:33]([CH3:37])[CH2:32]2)=[N:27][CH:28]=[CH:29][CH:30]=1>>[Br:24][C:25]1[C:26]([N:31]2[CH2:36][CH2:35][N:34]([C:2]3[NH:3][C:4]4[C:10]([C:11]5[CH:16]=[C:15]([F:17])[C:14]([F:18])=[C:13]([F:19])[CH:12]=5)=[CH:9][C:8]([C:20]([F:23])([F:22])[F:21])=[CH:7][C:5]=4[N:6]=3)[C@H:33]([CH3:37])[CH2:32]2)=[N:27][CH:28]=[CH:29][CH:30]=1.